Dataset: the Open Reaction Database (ORD), a public repository of structured organic reaction records. Task: describe an organic reaction: reactants, conditions, products, and yield Reactants: N1CCC(CC1)C1=CC=C(C=C1)C1=CC=2N(C(=N1)O)C=CN2 (7-(4-(piperidin-4-yl)phenyl)imidazo[1,2-c]pyrimidin-5-ol), C([O-])(O)=O.[Na+] (sodium bicarbonate), C=O (formaldehyde), C(C)(=O)O[BH-](OC(C)=O)OC(C)=O.[Na+] (sodium triacetoxyborohydride). Solvent: O1CCCC1 (tetrahydrofuran), CN(C(C)=O)C (N,N-dimethylacetamide), ClCCl (dichloromethane). Reaction conditions: time 30 minute. Yields the product CN1CCC(CC1)C1=CC=C(C=C1)C1=CC=2N(C(=N1)O)C=CN2 (7-(4-(1-methylpiperidin-4-yl)phenyl)imidazo[1,2-c]pyrimidin-5-ol). The yield is 86.6%. RXN SMILES: [NH:1]1[CH2:6][CH2:5][CH:4]([C:7]2[CH:12]=[CH:11][C:10]([C:13]3[N:18]=[C:17]([OH:19])[N:16]4[CH:20]=[CH:21][N:22]=[C:15]4[CH:14]=3)=[CH:9][CH:8]=2)[CH2:3][CH2:2]1.C=O.[C:25](O[BH-](OC(=O)C)OC(=O)C)(=O)C.[Na+].C(=O)(O)[O-].[Na+]>O1CCCC1.CN(C)C(=O)C.ClCCl>[CH3:25][N:1]1[CH2:2][CH2:3][CH:4]([C:7]2[CH:8]=[CH:9][C:10]([C:13]3[N:18]=[C:17]([OH:19])[N:16]4[CH:20]=[CH:21][N:22]=[C:15]4[CH:14]=3)=[CH:11][CH:12]=2)[CH2:5][CH2:6]1 |f:2.3,4.5|. Procedure details: To a suspension of 7-(4-(piperidin-4-yl)phenyl)imidazo[1,2-c]pyrimidin-5-ol (1.03 g, 3.50 mmol) in tetrahydrofuran (35 mL) and N,N-dimethylacetamide (2.5 mL) was added formaldehyde (5.21 mL, 70.0 mmol) followed by sodium triacetoxyborohydride (3.71 g, 17.5 mmol) and the reaction was allowed proceed at ambient temperature with stirring under nitrogen for 30 minutes. Aqueous saturated sodium bicarbonate was added slowly and gas evolution was observed. To the aqueous was added dichloromethane (100 ...